This data is from the Open Reaction Database (ORD), a public repository of structured organic reaction records. The task is: describe an organic reaction: reactants, conditions, products, and yield Reactants: C(C1=CC=CC=C1)(=O)Cl (benzoyl chloride), C(C1=CC=CC=C1)OC1COCOC1 (5-benzyloxy-1,3-dioxane), cyclic acetals, OC1COCOC1 (5-hydroxy-1,3-dioxane), OCC(O)CO (glycerol). The reagents and catalysts are Cl (HCl). Run in N1=CC=CC=C1 (pyridine). The product is OC1COCOC1.C(C1=CC=CC=C1)(=O)O (benzoate 5-hydroxy-1,3-dioxane). RXN SMILES: C([O:8][CH:9]1[CH2:14][O:13][CH2:12][O:11][CH2:10]1)C1C=CC=CC=1.[OH:15]C1COCOC1.OCC(CO)O.[C:28](Cl)(=[O:35])[C:29]1[CH:34]=[CH:33][CH:32]=[CH:31][CH:30]=1>Cl.N1C=CC=CC=1>[OH:8][CH:9]1[CH2:14][O:13][CH2:12][O:11][CH2:10]1.[C:28]([OH:35])(=[O:15])[C:29]1[CH:34]=[CH:33][CH:32]=[CH:31][CH:30]=1 |f:6.7|. Reported procedure: In another method of preparing the 5-benzyloxy-1,3-dioxane, the starting material was 5-hydroxy-1,3-dioxane (Tetrahedron 7, 10-18 (1959)). The latter was prepared by first reacting glycerol with trioxymethylene, in the presence of HCl as a catalyst to form a mixture of cyclic acetals (J. Am. Chem. Soc. 50, 3124 (1928)) which was then esterified with benzoyl chloride, in the presence of pyridine, yielding on recrystallization the benzoate 5-hydroxy-1,3-dioxane melting at 71°-72° C (J. Am. Chem. S... Starting materials: BrCCCCCCCCCCBr (1,10-dibromodecane), C(C)(=O)NC1=CC=C(C=C1)O (4-acetamidophenol). Reagents/catalysts: [Br-].C(CCC)[N+](CCCC)(CCCC)CCCC (Tetrabutylammonium bromide). Product: NC1=CC=C(OCCCCCCCCCCOC2=CC=C(C=C2)N)C=C1 (1,10-Bis(4-Aminophenoxy)decane). Reaction SMILES: Br[CH2:2][CH2:3][CH2:4][CH2:5][CH2:6][CH2:7][CH2:8][CH2:9][CH2:10][CH2:11]Br.C([NH:16][C:17]1[CH:22]=[CH:21][C:20]([OH:23])=[CH:19][CH:18]=1)(=O)C>[Br-].C([N+](CCCC)(CCCC)CCCC)CCC>[NH2:16][C:17]1[CH:22]=[CH:21][C:20]([O:23][CH2:2][CH2:3][CH2:4][CH2:5][CH2:6][CH2:7][CH2:8][CH2:9][CH2:10][CH2:11][O:23][C:20]2[CH:19]=[CH:18][C:17]([NH2:16])=[CH:22][CH:21]=2)=[CH:19][CH:18]=1 |f:2.3|. Reported procedure: Tetrabutylammonium bromide was used as the phase transfer catalyst. It was added to the contents of the flask immediately following addition of the second portion of the 1,10-dibromodecane. The amount of catalyst was 0.50 grams, or 2.5 parts per hundred parts of 4-acetamidophenol. Reaction conditions: temperature 65 celsius. Solvent: CO (MeOH). Yield: 60.0%. Reaction SMILES: [CH:1]1([C:4]2[NH:8][N:7]=[C:6]([NH:9][C:10]3[C:17]([F:18])=[CH:16][C:13]([C:14]#[N:15])=[C:12]([NH:19][C@H:20]([C:22]4[CH:27]=[CH:26][C:25]([F:28])=[CH:24][CH:23]=4)[CH3:21])[N:11]=3)[CH:5]=2)[CH2:3][CH2:2]1.[OH-:29].[K+].OO>CO>[CH:1]1([C:4]2[NH:8][N:7]=[C:6]([NH:9][C:10]3[C:17]([F:18])=[CH:16][C:13]([C:14]([NH2:15])=[O:29])=[C:12]([NH:19][C@H:20]([C:22]4[CH:27]=[CH:26][C:25]([F:28])=[CH:24][CH:23]=4)[CH3:21])[N:11]=3)[CH:5]=2)[CH2:3][CH2:2]1 |f:1.2|. Procedure: To a solution of (S)-6-(5-cyclopropyl-1H-pyrazol-3-ylamino)-5-fluoro-2-(1-(4-fluorophenyl)ethylamino)nicotinonitrile (Method 42; 0.5 g, 1.3 mmol) in MeOH (50 ml) was added KOH solution (25%, 2 ml), followed by addition of H2O2 (30%, 0.1 ml). The resulting dark red solution was heated to 65° C. for 1 hour, cooled, and concentrated. The resulting residue was dissolved in EtOAc (50 ml), washed with water (30 ml), dried, filtered, and concentrated. The resulting solid was purified by column chromato... The reactants are C1(CC1)C1=CC(=NN1)NC1=NC(=C(C#N)C=C1F)N[C@@H](C)C1=CC=C(C=C1)F ((S)-6-(5-cyclopropyl-1H-pyrazol-3-ylamino)-5-fluoro-2-(1-(4-fluorophenyl)ethylamino)nicotinonitrile), [OH-].[K+] (KOH), OO (H2O2). The product is C1(CC1)C1=CC(=NN1)NC1=NC(=C(C(=O)N)C=C1F)N[C@@H](C)C1=CC=C(C=C1)F ((S)-6-(5-Cyclopropyl-1H-pyrazol-3-ylamino)-5-fluoro-2-(1-(4-fluorophenyl)ethylamino)nicotinamide). Starting materials: [C@@H]12N(C[C@@H](NC1)C2)C(=O)OC(C)(C)C (1,1-dimethylethyl (1S,4S)-2,5-diazabicyclo[2.2.1]heptane-2-carboxylate), COC1=C(C(=O)OC)C=CC(=C1)CBr (methyl 2-methoxy-4-(bromomethyl)benzoate). Yields the product COC1=C(C(=O)OC)C=CC(=C1)CN1[C@@H]2CN[C@H](C1)C2 (methyl 2-methoxy-4-[[(1S,4S)-2,5-diazabicyclo[2.2.1]hept-2-yl]methyl]benzoate). As a reaction SMILES: [C@H:1]12[CH2:7][C@H:4]([NH:5][CH2:6]1)[CH2:3][N:2]2[C:8](OC(C)(C)C)=O.[CH3:15][O:16][C:17]1[CH:26]=[C:25](CBr)[CH:24]=[CH:23][C:18]=1[C:19]([O:21][CH3:22])=[O:20]>>[CH3:15][O:16][C:17]1[CH:26]=[C:25]([CH2:8][N:2]2[CH2:3][C@@H:4]3[CH2:7][C@H:1]2[CH2:6][NH:5]3)[CH:24]=[CH:23][C:18]=1[C:19]([O:21][CH3:22])=[O:20]. Procedure details: In like manner, 1,1-dimethylethyl (1S,4S)-2,5-diazabicyclo[2.2.1]heptane-2-carboxylate and methyl 2-methoxy-4-(bromomethyl)benzoate are reacted together to give methyl 2-methoxy-4-[[(1S,4S)-2,5-diazabicyclo[2.2.1]hept-2-yl]methyl]benzoate.